This data is from the Open Reaction Database (ORD), a public repository of structured organic reaction records. The task is: describe an organic reaction: reactants, conditions, products, and yield The reactants are C(C)(C)NC(C)C (diisopropylamine), C(CCC)[Li] (butyllithium), C([O-])(O)=O.[Na+] (sodium bicarbonate), C(C=C)N(C/C=C/COC1=C(C=C(C=C1)C(C)=O)F)C ((E)-1-[4-[4-(allyl-methyl-amino)-but-2-enyloxy]-3-fluoro-phenyl]-ethanone), CC(=CC=O)C (3-methyl-2-butenal). Run in CCOCC (ether), C(C)(=O)O (acetic acid), C1CCOC1 (THF), CCCCCC (hexane), C(Cl)Cl (methylene chloride), C1CCOC1 (THF), C1CCOC1 (THF). Conditions: temperature -78 celsius, time 1 hour. The product is C(C=C)N(C/C=C/COC1=C(C=C(C=C1)C(CC(C=C(C)C)O)=O)F)C ((E)-(RS)-1-[4-[4-(allyl-methyl-amino)-but-2-enyloxy]-3-fluoro-phenyl]-3-hydroxy-5-methyl-hex-4-en-1-one). Reaction SMILES: C(NC(C)C)(C)C.C([Li])CCC.[CH2:13]([N:16]([CH3:32])[CH2:17]/[CH:18]=[CH:19]/[CH2:20][O:21][C:22]1[CH:27]=[CH:26][C:25]([C:28](=[O:30])[CH3:29])=[CH:24][C:23]=1[F:31])[CH:14]=[CH2:15].[CH3:33][C:34]([CH3:38])=[CH:35][CH:36]=[O:37].C(=O)(O)[O-].[Na+]>C1COCC1.CCCCCC.CCOCC.C(Cl)Cl.C(O)(=O)C>[CH2:13]([N:16]([CH3:32])[CH2:17]/[CH:18]=[CH:19]/[CH2:20][O:21][C:22]1[CH:27]=[CH:26][C:25]([C:28](=[O:30])[CH2:29][CH:36]([OH:37])[CH:35]=[C:34]([CH3:38])[CH3:33])=[CH:24][C:23]=1[F:31])[CH:14]=[CH2:15] |f:4.5|. Procedure: A solution of 0.86 ml of diisopropylamine in 5 ml of THF is treated dropwise at 0° C. with 3.5 ml of 1.6M butyllithium in hexane. After 15 min. the mixture is cooled to -78° C. and 1.1 g of (E)-1-[4-[4-(allyl-methyl-amino)-but-2-enyloxy]-3-fluoro-phenyl]-ethanone (Ex. Fa) in 3.9 ml of THF is added dropwise. After 1 hr. at -78° C. 0.7 ml of 3-methyl-2-butenal in 0.8 ml of THF is added dropwise. After 20 min. at -78° C. 0.86 ml of acetic acid in 4.6 ml of ether is added dropwise and the mixture is... The reactants are CC(NC(=O)OC(C)(C)C)C(=O)NC1N=C(c2ccccn2)c2ccccc2N(CC(=O)C(C)(C)C)C1=O, O=C(O)C(F)(F)F. The product is CC(N)C(=O)NC1N=C(c2ccccn2)c2ccccc2N(CC(=O)C(C)(C)C)C1=O. Reaction SMILES: [C:1]([O:2][C:3](=[O:4])[NH:8][CH:9]([CH3:10])[C:11](=[O:12])[NH:13][CH:14]1[C:15](=[O:38])[N:16]([CH2:31][C:32]([C:33]([CH3:34])([CH3:35])[CH3:36])=[O:37])[c:17]2[c:18]([cH:27][cH:28][cH:29][cH:30]2)[C:19]([c:21]2[n:22][cH:23][cH:24][cH:25][cH:26]2)=[N:20]1)([CH3:5])([CH3:6])[CH3:7].[F:39][C:40]([F:41])([F:42])[C:43]([OH:44])=[O:45]>>[NH2:8][CH:9]([CH3:10])[C:11](=[O:12])[NH:13][CH:14]1[C:15](=[O:38])[N:16]([CH2:31][C:32]([C:33]([CH3:34])([CH3:35])[CH3:36])=[O:37])[c:17]2[c:18]([cH:27][cH:28][cH:29][cH:30]2)[C:19]([c:21]2[n:22][cH:23][cH:24][cH:25][cH:26]2)=[N:20]1. Starting materials: CSCC=1C=CC=C2C=CNC12 (7-[(Methylsulfanyl)methyl]-1H-indole), C1(CC1)C(O)C1=C(C=C(C=C1)F)Cl (Cyclopropyl-(2-chloro-4-fluorophenyl)methanol), ClC1=CC=C(C=C1)C(C1=CNC2=C(C=CC=C12)CSC)C1CC1 (3-[(4-Chlorophenyl)(cyclopropyl)methyl]-7-[(methylsulfanyl)methyl]-1H-indole). Yields the product ClC1=C(C=CC(=C1)F)C(C1=CNC2=C(C=CC=C12)CSC)C1CC1 (3-[(2-Chloro-4-fluorophenyl)(cyclopropyl)methyl]-7-[(methylsulfanyl)methyl]-1H-indole). Reaction SMILES: [CH3:1][S:2][CH2:3][C:4]1[CH:5]=[CH:6][CH:7]=[C:8]2[C:12]=1[NH:11][CH:10]=[CH:9]2.[CH:13]1([CH:16]([C:18]2[CH:23]=[CH:22][C:21]([F:24])=[CH:20][C:19]=2[Cl:25])O)[CH2:15][CH2:14]1.ClC1C=CC(C(C2CC2)C2C3C(=C(CSC)C=CC=3)NC=2)=CC=1>>[Cl:25][C:19]1[CH:20]=[C:21]([F:24])[CH:22]=[CH:23][C:18]=1[CH:16]([CH:13]1[CH2:14][CH2:15]1)[C:9]1[C:8]2[C:12](=[C:4]([CH2:3][S:2][CH3:1])[CH:5]=[CH:6][CH:7]=2)[NH:11][CH:10]=1. Reported procedure: The title compound was prepared starting from 500 mg (2.82 mmol) of the compound from Example 8A and 566 mg (2.82 mmol) of the compound from Example 155A in analogy to the synthesis of the compound from Example 227. 394 mg (39% of theory) of the target compound were obtained. Reaction SMILES: Br[C:2]1[CH:7]=[CH:6][CH:5]=[CH:4][N:3]=1.[CH2:8]([N:12]1[N:16]=[C:15]2[CH:17]=[CH:18][CH:19]=[C:20]([Cl:21])[C:14]2=[N:13]1)[CH2:9][C:10]#[CH:11]>>[Cl:21][C:20]1[C:14]2[C:15](=[N:16][N:12]([CH2:8][CH2:9][C:10]#[C:11][C:2]3[CH:7]=[CH:6][CH:5]=[CH:4][N:3]=3)[N:13]=2)[CH:17]=[CH:18][CH:19]=1. Product: ClC1=CC=CC2=NN(N=C21)CCC#CC2=NC=CC=C2 (4-chloro-2-(4-(pyridin-2-yl)but-3-ynyl)-2H-benzo[d][1,2,3]triazole). Starting materials: BrC1=NC=CC=C1 (2-bromo-pyridine), C(CC#C)N1N=C2C(=N1)C=CC=C2Cl (2-(but-3-ynyl)-4-chloro-2H-benzo[d][1,2,3]triazole). Isolated yield 28.0%. Reported procedure: The title compound was prepared in accordance with the general method of Example 1, from 2-bromo-pyridine (25 mg, 0.16 mmol) and 2-(but-3-ynyl)-4-chloro-2H-benzo[d][1,2,3]triazole (30 mg, 0.15 mmol). Reaction time: 3 hours. The crude residue was purified by flash chromatography (DCM/MeOH 99:1) to yield 12 mg (42 μmol, 29%) of 4-chloro-2-(4-(pyridin-2-yl)but-3-ynyl)-2H-benzo[d][1,2,3]triazole as an orange solid. Reactants: O=C([O-])[O-], CC(C)CI, CN(C)C=O, CCOC(C)=O, Cl, [K+], [K+], O, O=Cc1ccc(O)c(O)c1. Product: CC(C)COc1ccc(C=O)cc1O. Reaction SMILES: [C:11](=[O:12])([O-:13])[O-:14].[CH2:17]([CH:18]([CH3:19])[CH3:20])[I:21].[CH3:23][N:24]([CH3:25])[CH:26]=[O:27].[CH3:29][CH2:30][O:31][C:32](=[O:33])[CH3:34].[ClH:22].[K+:15].[K+:16].[OH2:28].[OH:1][c:2]1[cH:3][c:4]([CH:5]=[O:6])[cH:7][cH:8][c:9]1[OH:10]>>[OH:1][c:2]1[cH:3][c:4]([CH:5]=[O:6])[cH:7][cH:8][c:9]1[O:10][CH2:17][CH:18]([CH3:19])[CH3:20]. Starting materials: C(C)(C)(C)OC(=O)[C@@H]1N(CCC1)C(CNC1=CC=C(C=C1)NCC(=O)N1[C@H](CCC1)C(=O)OC(C)(C)C)=O ((R)-1-[[4-[2-[(R)-2-tert-butoxycarbonyl-pyrrolidin-1-yl]-2-oxo-ethylamino]-phenylamino]-acetyl]-pyrrolidine-2-carboxylic acid tert-butyl ester), FC(C(=O)O)(F)F (trifluoroacetic acid). Reaction conditions: time 8 hour. The product is FC(C(=O)O)(F)F.C(=O)(O)[C@@H]1N(CCC1)C(CNC1=CC=C(C=C1)NCC(=O)N1[C@H](CCC1)C(=O)O)=O ((R)-1-[[4-[2-[(R)-2-Carboxy-pyrrolidin-1-yl]-2-oxo-ethylamino]-phenylamino]-acetyl]-pyrrolidine-2-carboxylic acid trifluoroacetate). The yield is 78.0%. RXN SMILES: C([O:5][C:6]([C@H:8]1[CH2:12][CH2:11][CH2:10][N:9]1[C:13](=[O:38])[CH2:14][NH:15][C:16]1[CH:21]=[CH:20][C:19]([NH:22][CH2:23][C:24]([N:26]2[CH2:30][CH2:29][CH2:28][C@@H:27]2[C:31]([O:33]C(C)(C)C)=[O:32])=[O:25])=[CH:18][CH:17]=1)=[O:7])(C)(C)C.[F:39][C:40]([F:45])([F:44])[C:41]([OH:43])=[O:42]>>[F:39][C:40]([F:45])([F:44])[C:41]([OH:43])=[O:42].[C:31]([C@H:27]1[CH2:28][CH2:29][CH2:30][N:26]1[C:24](=[O:25])[CH2:23][NH:22][C:19]1[CH:20]=[CH:21][C:16]([NH:15][CH2:14][C:13]([N:9]2[CH2:10][CH2:11][CH2:12][C@@H:8]2[C:6]([OH:7])=[O:5])=[O:38])=[CH:17][CH:18]=1)([OH:33])=[O:32] |f:2.3|. Procedure details: A solution of 168 mg (0.32 mmol) (R)-1-[[4-[2-[(R)-2-tert-butoxycarbonyl-pyrrolidin-1-yl]-2-oxo-ethylamino]-phenylamino]-acetyl]-pyrrolidine-2-carboxylic acid tert-butyl ester in 2 ml trifluoroacetic acid was stirred for 4 h at room temperature. The solvent was removed, the residue suspended in toluene and the solvent removed again to eliminate excess trifluoroacetic acid. The residue was re-suspended in 10 ml ether. The resulting suspension was stirred overnight. Filtration and drying gave 160 ... Reactants: C(C=C)OC(=O)N1[C@@H](CCC1)/C=C(\C)/C1=C(N2C([C@@H]([C@H]2C1)[C@@H](C)O)=O)C(=O)OCC=C (allyl (5R,6S)-3-[(E)-2-{(2S)-1-allyloxycarbonylpyrrolidin-2-yl}-1-methylethenyl]-6-[(1R)-1-hydroxyethyl]-7-oxo-1-azabicyclo[3.2.0]hept-2-ene-2-carboxylate), C1(=CC=CC=C1)P(C1=CC=CC=C1)C1=CC=CC=C1 (triphenylphosphine), CC1(CC(CC(C1)=O)=O)C (5,5-dimethyl-1,3cyclohexanedione). Reagents/catalysts: [Pd].C1(=CC=CC=C1)P(C1=CC=CC=C1)C1=CC=CC=C1.C1(=CC=CC=C1)P(C1=CC=CC=C1)C1=CC=CC=C1.C1(=CC=CC=C1)P(C1=CC=CC=C1)C1=CC=CC=C1.C1(=CC=CC=C1)P(C1=CC=CC=C1)C1=CC=CC=C1 (tetrakis-(triphenylphosphine) palladium (0)). Solvent: O1CCCC1 (tetrahydrofuran), C(C)O (ethanol). Conditions: time 1 hour. Product: CC(=CCCCC)C(=O)O (hept-2-ene-2-carboxylic acid). The yield is 163.2%. Reaction SMILES: C(OC(N1CCC[C@H]1/C=C(/[C:15]1[CH2:21][C@H:20]2N([C:18](=O)[C@@H:19]2[C@H:22]([OH:24])C)[C:16]=1[C:26](OCC=C)=O)\C)=O)C=C.C1(P(C2C=CC=CC=2)C2C=CC=CC=2)C=CC=CC=1.CC1(C)CC(=[O:58])CC(=O)C1>O1CCCC1.C(O)C.[Pd].C1(P(C2C=CC=CC=2)C2C=CC=CC=2)C=CC=CC=1.C1(P(C2C=CC=CC=2)C2C=CC=CC=2)C=CC=CC=1.C1(P(C2C=CC=CC=2)C2C=CC=CC=2)C=CC=CC=1.C1(P(C2C=CC=CC=2)C2C=CC=CC=2)C=CC=CC=1>[CH3:18][C:19]([C:22]([OH:58])=[O:24])=[CH:20][CH2:21][CH2:15][CH2:16][CH3:26] |f:5.6.7.8.9|. Procedure: To a solution of allyl (5R,6S)-3-[(E)-2-{(2S)-1-allyloxycarbonylpyrrolidin-2-yl}-1-methylethenyl]-6-[(1R)-1-hydroxyethyl]-7-oxo-1-azabicyclo[3.2.0]hept-2-ene-2-carboxylate (2.82 g) in a mixture of tetrahydrofuran (28 ml) and ethanol (14 ml) were added successively triphenylphosphine (0.51 g), 5,5-dimethyl-1,3cyclohexanedione (dimedone) (1.79 g), and tetrakis-(triphenylphosphine) palladium (0) (220 mg). Stirring at ambient temperature for 1 hour gave a precipitate, which was collected by filtrati... Product: C1(CCCCC1)CCC(=O)NC1C=2N(C3=C(C(=N1)C1=CC=CC=C1)C=CC=C3)C(ON2)=O (3-cyclohexyl-N-{1-oxo-6-phenyl-1H ,4H-[1,2,4}oxadiazolo[4,3-a][1,4]benzodiazepin-4-yl}propanamide). Reaction SMILES: [C:1](C1NC=CN=1)(C1NC=CN=1)=[O:2].[CH:13]1([CH2:19][CH2:20][C:21]([NH:23][CH:24]2[C:25](=[N:41][OH:42])[NH:26][C:27]3[CH:40]=[CH:39][CH:38]=[CH:37][C:28]=3[C:29]([C:31]3[CH:36]=[CH:35][CH:34]=[CH:33][CH:32]=3)=[N:30]2)=[O:22])[CH2:18][CH2:17][CH2:16][CH2:15][CH2:14]1>C1COCC1>[CH:13]1([CH2:19][CH2:20][C:21]([NH:23][CH:24]2[N:30]=[C:29]([C:31]3[CH:32]=[CH:33][CH:34]=[CH:35][CH:36]=3)[C:28]3[CH:37]=[CH:38][CH:39]=[CH:40][C:27]=3[N:26]3[C:1](=[O:2])[O:42][N:41]=[C:25]23)=[O:22])[CH2:18][CH2:17][CH2:16][CH2:15][CH2:14]1. Procedure: Carbonyl diimidazole (35 mg, 0.21 mmol) was added to a solution of (Z)-3-cyclohexyl-N-(2,3-dihydro-2-hydroxyimino-5-phenyl-1H-1,4-benzodiazepin-3-yl)propanamide (80 mg, 0.2 mmol) in THF (15 mL) and the mixture was heated under reflux for 1 h. The solvent was evaporated under reduced pressure and the residue was triturated with ethanol (6 mL). The solid was collected and dried in vacuo to give 3-cyclohexyl-N-{1-oxo-6-phenyl-1H ,4H-[1,2,4}oxadiazolo[4,3-a][1,4]benzodiazepin-4-yl}propanamide as a s... Starting materials: C(=O)(C=1NC=CN1)C=1NC=CN1 (Carbonyl diimidazole), C1(CCCCC1)CCC(=O)NC\1C(NC2=C(\C(=N1)\C1=CC=CC=C1)C=CC=C2)=NO ((Z)-3-cyclohexyl-N-(2,3-dihydro-2-hydroxyimino-5-phenyl-1H-1,4-benzodiazepin-3-yl)propanamide). Solvent: C1CCOC1 (THF).